This data is from the Open Reaction Database (ORD), a public repository of structured organic reaction records. The task is: describe an organic reaction: reactants, conditions, products, and yield Run in O (water), C(C)(=O)OCC (ethyl acetate). Run at time 2.5 hour. The reactants are C(C1=CC=CC=C1)(=O)SCCC(=O)N1C(CC2=CC=CC=C12)C(=O)O (1-[3-(benzoylthio)-1-oxopropyl]-2,3-dihydro-1H-indole-2-carboxylic acid), N (ammonia), crude product. As a reaction SMILES: C([S:9][CH2:10][CH2:11][C:12]([N:14]1[C:22]2[C:17](=[CH:18][CH:19]=[CH:20][CH:21]=2)[CH2:16][CH:15]1[C:23]([OH:25])=[O:24])=[O:13])(=O)C1C=CC=CC=1.[NH3:26]>O.C(OCC)(=O)C>[O:13]=[C:12]([N:26]1[C:22]2[C:17](=[CH:18][CH:19]=[CH:20][CH:21]=2)[CH2:16][CH:15]1[C:23]([OH:25])=[O:24])[CH2:11][CH2:10][S:9][S:9][CH2:10][CH2:11][C:12]([N:14]1[C:22]2[C:17](=[CH:18][CH:19]=[CH:20][CH:21]=2)[CH2:16][CH:15]1[C:23]([OH:25])=[O:24])=[O:13]. Product: O=C(CCSSCCC(=O)N1C(CC2=CC=CC=C12)C(=O)O)N1C(CC2=CC=CC=C12)C(=O)O (1,1'-dithiobis[3-oxo-1,3-propanediyl]bis[2,3-dihydro-1H-indole-2-carboxylic acid]). Procedure: A mixture of 1-[3-(benzoylthio)-1-oxopropyl]-2,3-dihydro-1H-indole-2-carboxylic acid (3.0 g.) and methanolic ammonia (5.5 N solution, 45 ml.) was stirred at room temperature for 2.5 hours, then evaporated under reduced pressure on a rotary evaporator to give a resinous material. The residue was dissolved in water, and the aqueous solution was washed with ethyl acetate three times. The aqueous phase was acidified to pH ca. 2 by dropwise addition of dilute hydrochloric acid, whereby an oil separat... Starting materials: [Cl-].[NH4+] (ammonium chloride), BrC1=COC2=C(O1)C=CC=C2 (2-Bromo-1,4-benzodioxin), C(CCC)[Li] (n-butyllithium), B(F)(F)F.CCOCC (boron trifluoride etherate), C1CO1 (ethylene oxide). Solvent: O1CCCC1 (tetrahydrofuran). Reaction conditions: temperature -78 celsius, time 2 hour. Yields the product O1C(=COC2=C1C=CC=C2)CCO (2-(1,4-Benzodioxin-2-yl)-1-ethanol). Reaction SMILES: Br[C:2]1[O:7][C:6]2[CH:8]=[CH:9][CH:10]=[CH:11][C:5]=2[O:4][CH:3]=1.C([Li])CCC.B(F)(F)F.[CH3:21][CH2:22][O:23]CC.C1OC1.[Cl-].[NH4+]>O1CCCC1>[O:7]1[C:6]2[CH:8]=[CH:9][CH:10]=[CH:11][C:5]=2[O:4][CH:3]=[C:2]1[CH2:21][CH2:22][OH:23] |f:2.3,5.6|. Procedure details: 3.73 g (17.5 mmol) of the compound obtained in Step A are dissolved in 90 ml of anhydrous tetrahydrofuran; the mixture is then cooled to −78° C. 16.4 ml (26.25 mmol) of n-butyllithium (1.6 M/hexane) are then slowly added to the solution; the reaction mixture is then stirred for 2 hours under argon at the same temperature. 2.2 ml (17.5 mmol) of boron trifluoride etherate and an excess of ethylene oxide are added in succession to the solution. After 30 minutes of stirring at −78° C., the reaction ... Starting materials: CN(C1=CC=C(C=C1)C(CC(=O)C1=CC=NC=C1)C1=NC=CC=C1C)C (3-(4-dimethylamino-phenyl)-3-(3-methyl-pyridin-2-yl)-1-pyridin-4-yl-propan-1-one), Cl.NO (hydroxylamine hydrochloride), C(=O)(O)[O-].[Na+] (NaHCO3). Product: CN(C1=CC=C(C=C1)C(C\C(=N/O)\C1=CC=NC=C1)C1=NC=CC=C1C)C ((E)-3-(4-Dimethylamino-phenyl)-3-(3-methyl-pyridin-2-yl)-1-pyridin-4-yl-propan-1-one oxime). Reaction SMILES: [CH3:1][N:2]([CH3:26])[C:3]1[CH:8]=[CH:7][C:6]([CH:9]([C:19]2[C:24]([CH3:25])=[CH:23][CH:22]=[CH:21][N:20]=2)[CH2:10][C:11]([C:13]2[CH:18]=[CH:17][N:16]=[CH:15][CH:14]=2)=O)=[CH:5][CH:4]=1.Cl.[NH2:28][OH:29].C([O-])(O)=O.[Na+]>>[CH3:1][N:2]([CH3:26])[C:3]1[CH:8]=[CH:7][C:6]([CH:9]([C:19]2[C:24]([CH3:25])=[CH:23][CH:22]=[CH:21][N:20]=2)[CH2:10]/[C:11](/[C:13]2[CH:18]=[CH:17][N:16]=[CH:15][CH:14]=2)=[N:28]\[OH:29])=[CH:5][CH:4]=1 |f:1.2,3.4|. Procedure: In analogy to example 1, step 2, from 3-(4-dimethylamino-phenyl)-3-(3-methyl-pyridin-2-yl)-1-pyridin-4-yl-propan-1-one and hydroxylamine hydrochloride in the presence of NaHCO3 was prepared the title compound as a yellow foam, MS (ESI+): m/z=361.3 ([M+H]+).